Dataset: the Open Reaction Database (ORD), a public repository of structured organic reaction records. Task: describe an organic reaction: reactants, conditions, products, and yield Run at time 20 minute. Reactants: BrCC1CC1 (Bromomethylcyclopropane), C[Si]([N-][Si](C)(C)C)(C)C.[Na+] (sodium hexamethyldisilazide), C1CCOC1 (THF), BrC1=CC2=C(C=N1)C=C(N2)C=2C=NN(C2)C (6-Bromo-2-(1-methyl-1H-pyrazol-4-yl)-1H-pyrrolo[3,2-c]pyridine). Procedure: 6-Bromo-2-(1-methyl-1H-pyrazol-4-yl)-1H-pyrrolo[3,2-c]pyridine (Preparation 22, 100 mg, 0.36 mmole) was azeotroped with toluene (3 mL) and dissolved in DMF (1 mL). To the solution was added sodium hexamethyldisilazide, 1M in THF (0.4 mL, 0.4 mmole) and the reaction was stirred at room temperature for 20 minutes. Bromomethylcyclopropane (78 uL, 108 mg, 0.8 mmole) was added and the reaction was stirred at room temperature for 6 hours. Ethyl acetate (25 mL) was added and the solution was washed wit... Solvent: C1(=CC=CC=C1)C (toluene), CN(C)C=O (DMF), C(C)(=O)OCC (Ethyl acetate). The product is BrC1=CC2=C(C=N1)C=C(N2CC2CC2)C=2C=NN(C2)C (6-Bromo-1-(cyclopropylmethyl)-2-(1-methyl-1H-pyrazol-4-yl)-1H-pyrrolo[3,2-c]pyridine). Reaction SMILES: [Br:1][C:2]1[N:7]=[CH:6][C:5]2[CH:8]=[C:9]([C:11]3[CH:12]=[N:13][N:14]([CH3:16])[CH:15]=3)[NH:10][C:4]=2[CH:3]=1.C[Si](C)(C)[N-][Si](C)(C)C.[Na+].[CH2:27]1[CH2:31]O[CH2:29][CH2:28]1.BrCC1CC1>CN(C=O)C.C(OCC)(=O)C.C1(C)C=CC=CC=1>[Br:1][C:2]1[N:7]=[CH:6][C:5]2[CH:8]=[C:9]([C:11]3[CH:12]=[N:13][N:14]([CH3:16])[CH:15]=3)[N:10]([CH2:29][CH:28]3[CH2:31][CH2:27]3)[C:4]=2[CH:3]=1 |f:1.2|. The yield is 82.2%. The reactants are C1(=CC=CC=C1)NN (phenylhydrazine), C(C)(=O)O (acetic acid), C1(=CC=CC=C1)C(C(C(C)=O)CNC(C=C)=O)=O (1-phenyl-2-(acrylamidomethyl)-butane-1,3-dione). Run in O (water), O (water). Product: C1(=CC=CC=C1)N1N=C(C(=C1C1=CC=CC=C1)CNC(C=C)=O)C (1,5-Diphenyl-3-methyl-4-acrylamidomethylpyrazole). RXN SMILES: [C:1]1([C:7](=O)[CH:8]([CH2:12][NH:13][C:14](=[O:17])[CH:15]=[CH2:16])[C:9](=O)[CH3:10])[CH:6]=[CH:5][CH:4]=[CH:3][CH:2]=1.[C:19]1([NH:25][NH2:26])[CH:24]=[CH:23][CH:22]=[CH:21][CH:20]=1.C(O)(=O)C>O>[C:19]1([N:25]2[C:7]([C:1]3[CH:6]=[CH:5][CH:4]=[CH:3][CH:2]=3)=[C:8]([CH2:12][NH:13][C:14](=[O:17])[CH:15]=[CH2:16])[C:9]([CH3:10])=[N:26]2)[CH:24]=[CH:23][CH:22]=[CH:21][CH:20]=1. Reported procedure: A mixture of 29.4 g of the 1-phenyl-2-(acrylamidomethyl)-butane-1,3-dione prepared according to Synthesis Example I, 12.9 g of phenylhydrazine, 180 ml of acetic acid and 180 ml of water was refluxed for 5 minutes, cooled to room temperature and then diluted with 600 ml of water. The crystals precipitated in this procedure were filtered off under suction and washed with diethyl ether. This gave 37.4 g of 1,5-diphenyl-3-methyl-4-acrylamidomethylpyrazole having a melting point of 157°-159° C. The 1... Starting materials: ClC1=NC(=C2N=CN(C2=N1)C1C(C(C(C1)N1N=C(N=N1)CC)O)O)NCC(C1=CC=CC=C1)C1=CC=CC=C1 (3-[2-chloro-6-(2,2-diphenyl-ethylamino)-purin-9-yl]-5-(5-ethyl-tetrazol-2-yl)-cyclopentane-1,2-diol), C(C)C=1C=NNC1 (4-ethyl-1H-pyrazole). Yields the product ClC1=NC(=C2N=CN(C2=N1)[C@H]1[C@@H]([C@@H]([C@H](C1)N1N=CC(=C1)CC)O)O)NCC(C1=CC=CC=C1)C1=CC=CC=C1 ((1R,2S,3R,5S)-3-[2-Chloro-6-(2,2-diphenyl-ethylamino)-purin-9-yl]-5-(4-ethyl-pyrazol-1-yl)-cyclopentane-1,2-diol). RXN SMILES: [Cl:1][C:2]1[N:10]=[C:9]2[C:5]([N:6]=[CH:7][N:8]2[CH:11]2[CH2:15][CH:14]([N:16]3N=N[C:18]([CH2:21][CH3:22])=[N:17]3)[CH:13]([OH:23])[CH:12]2[OH:24])=[C:4]([NH:25][CH2:26][CH:27]([C:34]2[CH:39]=[CH:38][CH:37]=[CH:36][CH:35]=2)[C:28]2[CH:33]=[CH:32][CH:31]=[CH:30][CH:29]=2)[N:3]=1.[CH2:40](C1C=NNC=1)[CH3:41]>>[Cl:1][C:2]1[N:10]=[C:9]2[C:5]([N:6]=[CH:7][N:8]2[C@@H:11]2[CH2:15][C@H:14]([N:16]3[CH:22]=[C:21]([CH2:40][CH3:41])[CH:18]=[N:17]3)[C@@H:13]([OH:23])[C@H:12]2[OH:24])=[C:4]([NH:25][CH2:26][CH:27]([C:28]2[CH:29]=[CH:30][CH:31]=[CH:32][CH:33]=2)[C:34]2[CH:39]=[CH:38][CH:37]=[CH:36][CH:35]=2)[N:3]=1. Procedure details: The title compound is prepared analogously to 1R,2S,3R,5S)-3-[2-chloro-6-(2,2-diphenyl-ethylamino)-purin-9-yl]-5-(5-ethyl-tetrazol-2-yl)-cyclopentane-1,2-diol (Intermediate EA) by replacing 5-ethyltetrazole with 4-ethyl-1H-pyrazole. MS (ES+) m/e 544.23 (MH+) Starting materials: C, CC(=O)O, [Pd], COC(=O)c1cc2cc(OCc3ccccc3)c(OC)cc2c(-c2ccncc2)c1C(=O)OC. Product: COC(=O)c1cc2cc(O)c(OC)cc2c(-c2ccncc2)c1C(=O)OC. RXN SMILES: [C:39].[CH3:35][C:36](=[O:37])[OH:38].[Pd:40].[n:1]1[cH:2][cH:3][c:4](-[c:7]2[c:8]([C:31](=[O:32])[O:33][CH3:34])[c:9]([C:27](=[O:28])[O:29][CH3:30])[cH:10][c:11]3[cH:12][c:13]([O:19][CH2:20][c:21]4[cH:22][cH:23][cH:24][cH:25][cH:26]4)[c:14]([O:17][CH3:18])[cH:15][c:16]23)[cH:5][cH:6]1>>[n:1]1[cH:2][cH:3][c:4](-[c:7]2[c:8]([C:31](=[O:32])[O:33][CH3:34])[c:9]([C:27](=[O:28])[O:29][CH3:30])[cH:10][c:11]3[cH:12][c:13]([OH:19])[c:14]([O:17][CH3:18])[cH:15][c:16]23)[cH:5][cH:6]1. Reactants: COc1ccc(F)c(F)c1COc1cc([N+](=O)[O-])c(Cl)cc1O, OCCF, CC(C)OC(=O)N=NC(=O)OC(C)C, C1CCOC1, c1ccc(P(c2ccccc2)c2ccccc2)cc1. Product: COc1ccc(F)c(F)c1COc1cc([N+](=O)[O-])c(Cl)cc1OCCF. Reaction SMILES: [Cl:1][c:2]1[c:3]([N+:21](=[O:22])[O-:23])[cH:4][c:5]([O:9][CH2:10][c:11]2[c:12]([F:20])[c:13]([F:19])[cH:14][cH:15][c:16]2[O:17][CH3:18])[c:6]([OH:8])[cH:7]1.[F:24][CH2:25][CH2:26][OH:27].[O:47]=[C:48]([O:49][CH:50]([CH3:51])[CH3:52])[N:53]=[N:54][C:55]([O:56][CH:57]([CH3:58])[CH3:59])=[O:60].[O:61]1[CH2:62][CH2:63][CH2:64][CH2:65]1.[c:28]1([P:29]([c:30]2[cH:31][cH:32][cH:33][cH:34][cH:35]2)[c:36]2[cH:37][cH:38][cH:39][cH:40][cH:41]2)[cH:42][cH:43][cH:44][cH:45][cH:46]1>>[Cl:1][c:2]1[c:3]([N+:21](=[O:22])[O-:23])[cH:4][c:5]([O:9][CH2:10][c:11]2[c:12]([F:20])[c:13]([F:19])[cH:14][cH:15][c:16]2[O:17][CH3:18])[c:6]([O:8][CH2:26][CH2:25][F:24])[cH:7]1. Reactants: BrCC1=CC2=C(N=C(N=C2)C#N)N1CC(C)(C)C (6-bromomethyl-7-(2,2-dimethyl-propyl)-7H-pyrrolo[2,3-d]pyrimidine-2-carbonitrile), C1(=CC=CC=C1)NC(=O)C1CCNCC1 (piperidine-4-carboxylic acid phenylamide), C(=O)([O-])[O-].[K+].[K+] (K2CO3). Run in CN(C)C=O (DMF). Reaction conditions: time 18 hour. The product is C1(=CC=CC=C1)NC(=O)C1CCN(CC1)CC1=CC2=C(N=C(N=C2)C#N)N1CC(C)(C)C (1-[2-cyano-7-(2,2-dimethyl-propyl)-7H-pyrrolo[2,3-d]pyrimidin-6-ylmethyl]-piperidine-4-carboxylic acid phenylamide). The yield is 94.4%. Reaction SMILES: Br[CH2:2][C:3]1[N:13]([CH2:14][C:15]([CH3:18])([CH3:17])[CH3:16])[C:6]2[N:7]=[C:8]([C:11]#[N:12])[N:9]=[CH:10][C:5]=2[CH:4]=1.[C:19]1([NH:25][C:26]([CH:28]2[CH2:33][CH2:32][NH:31][CH2:30][CH2:29]2)=[O:27])[CH:24]=[CH:23][CH:22]=[CH:21][CH:20]=1.C([O-])([O-])=O.[K+].[K+]>CN(C=O)C>[C:19]1([NH:25][C:26]([CH:28]2[CH2:29][CH2:30][N:31]([CH2:2][C:3]3[N:13]([CH2:14][C:15]([CH3:18])([CH3:17])[CH3:16])[C:6]4[N:7]=[C:8]([C:11]#[N:12])[N:9]=[CH:10][C:5]=4[CH:4]=3)[CH2:32][CH2:33]2)=[O:27])[CH:20]=[CH:21][CH:22]=[CH:23][CH:24]=1 |f:2.3.4|. Procedure details: To a solution of 100 mg (0.32 mmoles) of 6-bromomethyl-7-(2,2-dimethyl-propyl)-7H-pyrrolo[2,3-d]pyrimidine-2-carbonitrile and 230 mg (0.96 mmoles) of piperidine-4-carboxylic acid phenylamide in 5 ml of DMF, 130 mg (0.96 mmoles) of K2CO3 is added at ambient temperature. The reaction mixture is stirred for 18 hours at ambient temperature. The reaction mixture is quenched with H2O and extracted with AcOEt. The combined extracts are washed with brine, dried over MgSO4 and concentrated under reduced ... Reactants: ClC1=C(C=CC(=C1)F)/C(=N/O)/C1=NC=CC(=C1F)C=1C=NC=NC1 ((Z)-(2-chloro-4-fluorophenyl)(3-fluoro-4-(pyrimidin-5-yl)pyridin-2-yl)methanone oxime), crude material, [H-].[Na+] (sodium hydride). Run in CN(C)C=O (DMF), C(Cl)Cl (CH2Cl2), C1CCOC1 (THF). Run at temperature 70 celsius. The product is ClC1=C(C=CC(=C1)F)C1=NOC=2C1=NC=CC2C=2C=NC=NC2 (3-(2-Chloro-4-fluorophenyl)-7-(pyrimidin-5-yl)isoxazolo[4,5-b]pyridine). Isolated yield 33.3%. As a reaction SMILES: [H-].[Na+].[Cl:3][C:4]1[CH:9]=[C:8]([F:10])[CH:7]=[CH:6][C:5]=1/[C:11](/[C:14]1[C:19](F)=[C:18]([C:21]2[CH:22]=[N:23][CH:24]=[N:25][CH:26]=2)[CH:17]=[CH:16][N:15]=1)=[N:12]/[OH:13]>C1COCC1.CN(C=O)C.C(Cl)Cl>[Cl:3][C:4]1[CH:9]=[C:8]([F:10])[CH:7]=[CH:6][C:5]=1[C:11]1[C:14]2=[N:15][CH:16]=[CH:17][C:18]([C:21]3[CH:22]=[N:23][CH:24]=[N:25][CH:26]=3)=[C:19]2[O:13][N:12]=1 |f:0.1|. Procedure: To a suspension of sodium hydride (5.69 mg, 0.142 mmol) in THF (Ratio: 1.8, Volume: 1.075 ml) was added dropwise (Z)-(2-chloro-4-fluorophenyl)(3-fluoro-4-(pyrimidin-5-yl)pyridin-2-yl)methanone oxime (0.029 g, 0.084 mmol) in DMF (Ratio: 1.0, Volume: 0.597 ml) slowly. The reaction mixture was heated at 70° C. for 3 hr, and then allowed to cool to room temperature. The reaction was quenched with H2O. The reaction mixture was extracted with EtOAc (3×). The organic phases were combined, dried over Na... The reactants are C(C)(C)(C)OC(NC1=C(C=C(C=C1)Br)OCC)=O (tert-butyl-N-(4-bromo-2-ethoxyphenyl)carbamate), [H-].[K+] (potassium hydride), C(C)(C)(C)[Li] (tert-butyllithium), C(C=C)[Si](C)(C)Cl (allyl(chloro)dimethylsilane), C(C)(C)(C)OC(NC1=C(C=C(C=C1)[Si](C)(C)CC=C)OC)=O (tert-butyl-N-{4-[allyl(dimethyl)silyl]-2-methoxyphenyl}carbamate), petroleum ether AcOEt. Run in CCCCCC (hexane). The product is C(C)(C)(C)OC(NC1=C(C=C(C=C1)[Si](C)(C)CC=C)OCC)=O (tert-butyl-N-{4-[allyl(dimethyl)silyl]-2-ethoxyphenyl}carbamate). The yield is 58.5%. As a reaction SMILES: [C:1]([O:5][C:6](=[O:18])[NH:7][C:8]1[CH:13]=[CH:12][C:11](Br)=[CH:10][C:9]=1[O:15][CH2:16][CH3:17])([CH3:4])([CH3:3])[CH3:2].[H-].[K+].C([Li])(C)(C)C.[CH2:26]([Si:29](Cl)([CH3:31])[CH3:30])[CH:27]=[CH2:28].C(OC(=O)NC1C=CC([Si](CC=C)(C)C)=CC=1OC)(C)(C)C>CCCCCC>[C:1]([O:5][C:6](=[O:18])[NH:7][C:8]1[CH:13]=[CH:12][C:11]([Si:29]([CH2:26][CH:27]=[CH2:28])([CH3:31])[CH3:30])=[CH:10][C:9]=1[O:15][CH2:16][CH3:17])([CH3:4])([CH3:3])[CH3:2] |f:1.2|. Reported procedure: The reaction between 5.3 g (16.8 mmol) of tert-butyl-N-(4-bromo-2-ethoxyphenyl)carbamate 5, 2.4 g (20.16 mmol, 1.2 eq) of 35% potassium hydride, 20.2 ml (34.4 mmol, 2.05 eq) of 1.5 M tert-butyllithium in hexane and 6 ml (40.3 mmol, 2.4 eq) of allyl(chloro)dimethylsilane according to the procedure described for compound 6, followed by two successive purifications by column chromatography (eluant petroleum ether/AcOEt 9:1), lead to 3.3 g of a colorless oil (yield: 58%). The reactants are Cc1ccc(OB([O-])[O-])s1, COC(=O)C1=Cc2cc(Br)ccc2S(=O)(=O)CC1, O=C([O-])[O-], CCO, [K+], [K+], O, Cc1ccccc1. The product is COC(=O)C1=Cc2cc(-c3ccc(C)s3)ccc2S(=O)(=O)CC1. Reaction SMILES: [B:19]([O-:20])([O-:27])[O:28][c:21]1[s:22][c:23]([CH3:26])[cH:24][cH:25]1.[Br:1][c:2]1[cH:3][cH:4][c:5]2[c:6]([cH:18]1)[CH:7]=[C:8]([C:14](=[O:15])[O:16][CH3:17])[CH2:9][CH2:10][S:11]2(=[O:12])=[O:13].[C:29](=[O:30])([O-:31])[O-:32].[CH2:36]([OH:37])[CH3:38].[K+:33].[K+:34].[OH2:35].[c:39]1([CH3:40])[cH:41][cH:42][cH:43][cH:44][cH:45]1>>[c:2]1(-[c:21]2[s:22][c:23]([CH3:26])[cH:24][cH:25]2)[cH:3][cH:4][c:5]2[c:6]([cH:18]1)[CH:7]=[C:8]([C:14](=[O:15])[O:16][CH3:17])[CH2:9][CH2:10][S:11]2(=[O:12])=[O:13]. Starting materials: COC(=O)C1CC(S(=O)(=O)c2ccccc2C(F)(F)F)CN1c1cc(C)nn1-c1cccc(OC)c1, COC(=O)C1CC(S(=O)(=O)c2ccccc2C(F)(F)F)CN1c1cc(C)nn1-c1cccc(OC)c1, COc1cccc(-n2nc(C)cc2N2CC(S(=O)(=O)c3ccccc3C(F)(F)F)CC2C(=O)O)c1, [Li+], [OH-]. Yields the product COc1cccc(-n2nc(C)cc2N2CC(S(=O)(=O)c3ccccc3C(F)(F)F)CC2C(=O)O)c1. RXN SMILES: [CH3:1][O:2][C:3](=[O:4])[CH:5]1[N:6]([c:23]2[n:24](-[c:29]3[cH:30][c:31]([O:35][CH3:36])[cH:32][cH:33][cH:34]3)[n:25][c:26]([CH3:28])[cH:27]2)[CH2:7][CH:8]([S:10](=[O:11])(=[O:12])[c:13]2[c:14]([C:19]([F:20])([F:21])[F:22])[cH:15][cH:16][cH:17][cH:18]2)[CH2:9]1.[CH3:37][O:38][C:39]([CH:40]1[CH2:41][CH:42]([S:43]([c:44]2[cH:45][cH:46][cH:47][cH:48][c:49]2[C:50]([F:51])([F:52])[F:53])(=[O:54])=[O:55])[CH2:56][N:57]1[c:58]1[n:59](-[c:60]2[cH:61][cH:62][cH:63][c:64]([O:65][CH3:66])[cH:67]2)[n:68][c:69]([CH3:70])[cH:71]1)=[O:72].[CH3:75][O:76][c:77]1[cH:78][c:79](-[n:80]2[c:81]([N:82]3[CH2:83][CH:84]([S:85]([c:86]4[cH:87][cH:88][cH:89][cH:90][c:91]4[C:92]([F:93])([F:94])[F:95])(=[O:96])=[O:97])[CH2:98][CH:99]3[C:100]([OH:101])=[O:102])[cH:103][c:104]([CH3:105])[n:106]2)[cH:107][cH:108][cH:109]1.[Li+:73].[OH-:74]>>[O:2]=[C:3]([OH:4])[CH:5]1[N:6]([c:23]2[n:24](-[c:29]3[cH:30][c:31]([O:35][CH3:36])[cH:32][cH:33][cH:34]3)[n:25][c:26]([CH3:28])[cH:27]2)[CH2:7][CH:8]([S:10](=[O:11])(=[O:12])[c:13]2[c:14]([C:19]([F:20])([F:21])[F:22])[cH:15][cH:16][cH:17][cH:18]2)[CH2:9]1.